From a dataset of the Open Reaction Database (ORD), a public repository of structured organic reaction records. describe an organic reaction: reactants, conditions, products, and yield The reactants are Cn1cc(Br)cc(Nc2ccc(N3CCN(C4COC4)CC3)cn2)c1=O, CC(=O)OCc1c(B2OC(C)(C)C(C)(C)O2)cccc1N1CCn2c(cc3c2CC(C)(C)C3)C1=O, CC(=O)[O-], CC#N, [Na+]. Product: CC(=O)OCc1c(-c2cc(Nc3ccc(N4CCN(C5COC5)CC4)cn3)c(=O)n(C)c2)cccc1N1CCn2c(cc3c2CC(C)(C)C3)C1=O. RXN SMILES: [Br:36][c:37]1[cH:38][c:39]([NH:45][c:46]2[n:47][cH:48][c:49]([N:52]3[CH2:53][CH2:54][N:55]([CH:58]4[CH2:59][O:60][CH2:61]4)[CH2:56][CH2:57]3)[cH:50][cH:51]2)[c:40](=[O:44])[n:41]([CH3:43])[cH:42]1.[C:1]([CH3:2])(=[O:3])[O:4][CH2:5][c:6]1[c:7]([N:21]2[C:22](=[O:35])[c:23]3[cH:24][c:25]4[c:29]([n:30]3[CH2:31][CH2:32]2)[CH2:28][C:27]([CH3:33])([CH3:34])[CH2:26]4)[cH:8][cH:9][cH:10][c:11]1[B:12]1[O:13][C:14]([CH3:15])([CH3:16])[C:17]([CH3:18])([CH3:19])[O:20]1.[C:62]([O-:63])(=[O:64])[CH3:65].[CH3:67][C:68]#[N:69].[Na+:66]>>[C:1]([CH3:2])(=[O:3])[O:4][CH2:5][c:6]1[c:7]([N:21]2[C:22](=[O:35])[c:23]3[cH:24][c:25]4[c:29]([n:30]3[CH2:31][CH2:32]2)[CH2:28][C:27]([CH3:33])([CH3:34])[CH2:26]4)[cH:8][cH:9][cH:10][c:11]1-[c:37]1[cH:38][c:39]([NH:45][c:46]2[n:47][cH:48][c:49]([N:52]3[CH2:53][CH2:54][N:55]([CH:58]4[CH2:59][O:60][CH2:61]4)[CH2:56][CH2:57]3)[cH:50][cH:51]2)[c:40](=[O:44])[n:41]([CH3:43])[cH:42]1. The reactants are CC(Br)CCCCCCCCCC(=O)O, Cl, Oc1cc(C(F)(F)F)cc(C(F)(F)F)c1, [Na+], [OH-]. Yields the product CC(CCCCCCCCCC(=O)O)Oc1cc(C(F)(F)F)cc(C(F)(F)F)c1. As a reaction SMILES: [Br:16][CH:17]([CH2:18][CH2:19][CH2:20][CH2:21][CH2:22][CH2:23][CH2:24][CH2:25][CH2:26][C:27](=[O:28])[OH:29])[CH3:30].[ClH:31].[F:1][C:2]([c:3]1[cH:4][c:5]([OH:13])[cH:6][c:7]([C:9]([F:10])([F:11])[F:12])[cH:8]1)([F:14])[F:15].[Na+:33].[OH-:32]>>[F:1][C:2]([c:3]1[cH:4][c:5]([O:13][CH:17]([CH2:18][CH2:19][CH2:20][CH2:21][CH2:22][CH2:23][CH2:24][CH2:25][CH2:26][C:27](=[O:28])[OH:29])[CH3:30])[cH:6][c:7]([C:9]([F:10])([F:11])[F:12])[cH:8]1)([F:14])[F:15]. Starting materials: C(=O)C1=CC=C(OC2=C(C(=O)OC)C(=CC=C2)OC)C=C1 (Methyl 2-(4-formylphenoxy)-6-methoxybenzoate), OCC1=CC=C(C=C1)C1=CC(NS1(=O)=O)=O (5-[4-(hydroxymethyl)phenyl]isothiazol-3(2H)-one 1,1-dioxide), C(C)[SiH](CC)CC (Triethylsilane). Solvent: Cl (hydrogen chloride), O1CCOCC1 (1,4-dioxane). Reaction conditions: time 1.25 hour. The product is O=S1(NC(C=C1C1=CC=C(COCC2=CC=C(OC3=C(C(=O)OC)C(=CC=C3)OC)C=C2)C=C1)=O)=O (Methyl 2-[4-([4-(1,1-dioxido-3-oxo-2,3-dihydroisothiazol-5-yl)benzyl]oxymethyl)phenoxy]-6-methoxybenzoate). The yield is 5.6%. As a reaction SMILES: [CH:1]([C:3]1[CH:21]=[CH:20][C:6]([O:7][C:8]2[CH:17]=[CH:16][CH:15]=[C:14]([O:18][CH3:19])[C:9]=2[C:10]([O:12][CH3:13])=[O:11])=[CH:5][CH:4]=1)=[O:2].O[CH2:23][C:24]1[CH:29]=[CH:28][C:27]([C:30]2[S:34](=[O:36])(=[O:35])[NH:33][C:32](=[O:37])[CH:31]=2)=[CH:26][CH:25]=1.C([SiH](CC)CC)C>Cl.O1CCOCC1>[O:35]=[S:34]1(=[O:36])[C:30]([C:27]2[CH:28]=[CH:29][C:24]([CH2:23][O:2][CH2:1][C:3]3[CH:21]=[CH:20][C:6]([O:7][C:8]4[CH:17]=[CH:16][CH:15]=[C:14]([O:18][CH3:19])[C:9]=4[C:10]([O:12][CH3:13])=[O:11])=[CH:5][CH:4]=3)=[CH:25][CH:26]=2)=[CH:31][C:32](=[O:37])[NH:33]1. Procedure: Methyl 2-(4-formylphenoxy)-6-methoxybenzoate (0.071 g, 0.24 mmol) and 5-[4-(hydroxymethyl)phenyl]isothiazol-3(2H)-one 1,1-dioxide (0.050 g, 0.21 mmol) were dissolved in 4 M hydrogen chloride in 1,4-dioxane (2.1 m). The reaction was stirred at ambient temperature for 1.25 h. Triethylsilane (0.13 mL, 0.84 mmol) was added and stirred for 18 h. The reaction was quenched with acetone and evaporated. The product was purified on a 50 mm Luna C18 column using a 20–100% acetonitrile in water gradient wit... The reactants are COC(CC=1C=C(C(=CC1)OC)C1=C(C=C(C=C1)C(F)(F)F)CNC)=O ((6-methoxy-2′-methylaminomethyl-4′-trifluoromethyl-biphenyl-3-yl)-acetic acid methyl ester), ClC(=O)OCC1=CC=CC=C1 (benzyl chloroformate). Product: C(C1=CC=CC=C1)OC(=O)N(C)CC1=C(C=CC(=C1)C(F)(F)F)C1=CC(=CC=C1OC)CC(=O)O ({2′-[(Benzyloxycarbonyl-methyl-amino)-methyl]-6-methoxy-4′-trifluoromethyl-biphenyl-3-yl}-acetic acid). RXN SMILES: C[O:2][C:3](=[O:26])[CH2:4][C:5]1[CH:6]=[C:7]([C:13]2[CH:18]=[CH:17][C:16]([C:19]([F:22])([F:21])[F:20])=[CH:15][C:14]=2[CH2:23][NH:24][CH3:25])[C:8]([O:11][CH3:12])=[CH:9][CH:10]=1.Cl[C:28]([O:30][CH2:31][C:32]1[CH:37]=[CH:36][CH:35]=[CH:34][CH:33]=1)=[O:29]>>[CH2:31]([O:30][C:28]([N:24]([CH2:23][C:14]1[CH:15]=[C:16]([C:19]([F:20])([F:22])[F:21])[CH:17]=[CH:18][C:13]=1[C:7]1[C:8]([O:11][CH3:12])=[CH:9][CH:10]=[C:5]([CH2:4][C:3]([OH:2])=[O:26])[CH:6]=1)[CH3:25])=[O:29])[C:32]1[CH:37]=[CH:36][CH:35]=[CH:34][CH:33]=1. Procedure details: {2′-[(Benzyloxycarbonyl-methyl-amino)-methyl]-6-methoxy-4′-trifluoromethyl-biphenyl-3-yl}-acetic acid (Compound 1-27) was prepared by following the procedures of Example 7 and using (6-methoxy-2′-methylaminomethyl-4′-trifluoromethyl-biphenyl-3-yl)-acetic acid methyl ester and benzyl chloroformate. The reactants are CCOC([PH2]=O)(c1ccc([N+](=O)[O-])cc1)P(=O)(OCC)OCC, CCO. Product: CCOC([PH2]=O)(c1ccc(N)cc1)P(=O)(OCC)OCC. RXN SMILES: [CH2:1]([CH3:2])[O:3][P:4]([O:5][CH2:6][CH3:7])(=[O:8])[C:9]([PH2:10]=[O:11])([O:12][CH2:13][CH3:14])[c:15]1[cH:16][cH:17][c:18]([N+:21]([O-:22])=[O:23])[cH:19][cH:20]1.[CH3:24][CH2:25][OH:26]>>[CH2:1]([CH3:2])[O:3][P:4]([O:5][CH2:6][CH3:7])(=[O:8])[C:9]([PH2:10]=[O:11])([O:12][CH2:13][CH3:14])[c:15]1[cH:16][cH:17][c:18]([NH2:21])[cH:19][cH:20]1.